This data is from the Open Reaction Database (ORD), a public repository of structured organic reaction records. The task is: describe an organic reaction: reactants, conditions, products, and yield Starting materials: C(C)N1N=CC=2C1=NC(=C(C2C=2C=NC=C(C2)C)CCC(=O)OCC)C=O (ethyl 3-[1-ethyl-6-formyl-4-(5-methyl-3-pyridyl)-1H-pyrazolo[3,4-b]pyridin-5-yl]propanoate), CC(C)([O-])C.[K+] (potassium tert-butoxide), C(#N)CP(OCC)(OCC)=O (diethyl (cyanomethyl)phosphonate). Run in C1CCOC1 (THF), C1CCOC1 (THF), O (water). Reaction conditions: time 30 minute. The product is C(#N)/C=C/C1=C(C(=C2C(=N1)N(N=C2)CC)C=2C=NC=C(C2)C)CCC(=O)OCC (ethyl 3-[6-[(E)-2-cyanovinyl]-1-ethyl-4-(5-methyl-3-pyridyl)-1H-pyrazolo[3,4-b]pyridin-5-yl]propanoate). Yield: 80.0%. Reaction SMILES: [C:1]([CH2:3]P(=O)(OCC)OCC)#[N:2].CC(C)([O-])C.[K+].[CH2:18]([N:20]1[C:24]2=[N:25][C:26]([CH:43]=O)=[C:27]([CH2:36][CH2:37][C:38]([O:40][CH2:41][CH3:42])=[O:39])[C:28]([C:29]3[CH:30]=[N:31][CH:32]=[C:33]([CH3:35])[CH:34]=3)=[C:23]2[CH:22]=[N:21]1)[CH3:19]>C1COCC1.O>[C:1](/[CH:3]=[CH:43]/[C:26]1[N:25]=[C:24]2[N:20]([CH2:18][CH3:19])[N:21]=[CH:22][C:23]2=[C:28]([C:29]2[CH:30]=[N:31][CH:32]=[C:33]([CH3:35])[CH:34]=2)[C:27]=1[CH2:36][CH2:37][C:38]([O:40][CH2:41][CH3:42])=[O:39])#[N:2] |f:1.2|. Reported procedure: To a suspension of diethyl (cyanomethyl)phosphonate (17.4 mg) in THF (0.5 ml) was added potassium tert-butoxide (11.3 mg) at 0° C. and the mixture was stirred at room temperature for 30 minutes. A solution of ethyl 3-[1-ethyl-6-formyl-4-(5-methyl-3-pyridyl)-1H-pyrazolo[3,4-b]pyridin-5-yl]propanoate (20 mg) in THF (0.5 ml) was added at 0° C. and the mixture was stirred at room temperature for 1.5 hours. The reaction mixture was diluted with water and extracted with EtOAc. The organic layer was wa... Starting materials: N1CCOCC1 (morpholine), [OH-].[Na+] (NaOH), ClC1=NC(=NC(=N1)Cl)N1C(CC2(CC1(C)C)OCCO2)(C)C (2,4-Dichloro-6-(4,4-ethylenedioxy-2,2,6,6-tetramethylpiperidin-1yl)-1,3,5-triazine), ClC1=NC(=NC(=N1)Cl)N1C(CC2(CC1(C)C)OCCO2)(C)C (2,4-Dichloro-6-(4,4-ethylenedioxy-2,2,6,6-tetramethylpiperidin-1yl)-1,3,5-triazine), N1CCOCC1 (morpholine), [OH-].[Na+] (NaOH). Solvent: O (water), C1(=CC=CC=C1)C (toluene), C1(=CC=CC=C1)C (toluene), O (water). Run at time 1.5 hour. Product: ClC1=NC(=NC(=N1)N1CCOCC1)N1C(CC2(CC1(C)C)OCCO2)(C)C (2-Chloro-4-morpholino-6-(4,4-ethylenedioxy-2,2,6,6-tetramethylpiperidin-1-yl)-1,3,5-triazine). As a reaction SMILES: [NH:1]1[CH2:6][CH2:5][O:4][CH2:3][CH2:2]1.[OH-].[Na+].[Cl:9][C:10]1[N:15]=[C:14](Cl)[N:13]=[C:12]([N:17]2[C:22]([CH3:24])([CH3:23])[CH2:21][C:20]3([O:28][CH2:27][CH2:26][O:25]3)[CH2:19][C:18]2([CH3:30])[CH3:29])[N:11]=1>O.C1(C)C=CC=CC=1>[Cl:9][C:10]1[N:15]=[C:14]([N:1]2[CH2:6][CH2:5][O:4][CH2:3][CH2:2]2)[N:13]=[C:12]([N:17]2[C:22]([CH3:24])([CH3:23])[CH2:21][C:20]3([O:28][CH2:27][CH2:26][O:25]3)[CH2:19][C:18]2([CH3:30])[CH3:29])[N:11]=1 |f:1.2|. Procedure: 3.8 g of morpholine and, 15 minutes later, a solution of 1.7 g of NaOH in 5 ml of water are added to a solution of 30 g of 2,4-dichloro-6-(4,4-ethylenedioxy-2,2,6,6-tetramethylpiperidin-1-yl)-1,3,5-triazine (product from Example 17) in 100 ml of toluene. The mixture is then warmed to 6020 and after 45 minutes a further 3.8 g of morpholine and 1.7 g of NaOH in 5 ml of water are added. After a further 1.5 hours, the reaction has ended. After cooling and adding 200 ml of toluene, the phases are sep... The reactants are FC1=CC=C(C=C1)C1C(NC=2C=3C1=NNC(C3C=CC2)=O)C2=CC=C(C=O)C=C2 (4-(9-(4-fluorophenyl)-3-oxo-3,7,8,9-tetrahydro-2H-pyrido[4,3,2-de]phthalazin-8-yl)benzaldehyde), C(C)(=O)O (acetic acid), [BH-](OC(=O)C)(OC(=O)C)OC(=O)C.[Na+] (NaBH(OAc)3), N1CCC1 (azetidine). The solvent is C(Cl)Cl (DCM). Reaction conditions: time 8 hour. The product is N1(CCC1)CC1=CC=C(C=C1)C1C(C2=NNC(C=3C=CC=C(C23)N1)=O)C1=CC=C(C=C1)F (8-(4-(Azetidin-1-ylmethyl)phenyl)-9-(4-fluorophenyl)-8,9-dihydro-2H-pyrido[4,3,2-de]phthalazin-3(7H)-one). Isolated yield 48.4%. Reaction SMILES: [F:1][C:2]1[CH:7]=[CH:6][C:5]([CH:8]2[C:13]3=[N:14][NH:15][C:16](=[O:21])[C:17]4[CH:18]=[CH:19][CH:20]=[C:11]([C:12]=43)[NH:10][CH:9]2[C:22]2[CH:29]=[CH:28][C:25]([CH:26]=O)=[CH:24][CH:23]=2)=[CH:4][CH:3]=1.C(O)(=O)C.[NH:34]1[CH2:37][CH2:36][CH2:35]1.[BH-](OC(C)=O)(OC(C)=O)OC(C)=O.[Na+]>C(Cl)Cl>[N:34]1([CH2:26][C:25]2[CH:24]=[CH:23][C:22]([CH:9]3[NH:10][C:11]4[C:12]5[C:13](=[N:14][NH:15][C:16](=[O:21])[C:17]=5[CH:18]=[CH:19][CH:20]=4)[CH:8]3[C:5]3[CH:4]=[CH:3][C:2]([F:1])=[CH:7][CH:6]=3)=[CH:29][CH:28]=2)[CH2:37][CH2:36][CH2:35]1 |f:3.4|. Reported procedure: To a stirred solution of the crude 4-(9-(4-fluorophenyl)-3-oxo-3,7,8,9-tetrahydro-2H-pyrido[4,3,2-de]phthalazin-8-yl)benzaldehyde (930 mg, 2.42 mmol) in DCM (120 mL) was added acetic acid (0.3 mL) followed by azetidine (670 mg, 11.8 mmol), after the addition, the mixture was stirred at room temperature overnight. Then the mixture was cooled to 0° C. and NaBH(OAc)3 (764 mg, 3.62 mmol) was added. After the addition, the mixture was stirred at this temperature for 6 hr. DCM was removed under reduce... Starting materials: C(=O)C1CCN(CC1)CC1=CC=C(C(=O)OC(C)(C)C)C=C1 (tert-butyl 4-((4-formylpiperidin-1-yl)methyl)benzoate), C1(=CC=CC=C1)[C@H]1[C@@H](C1)N ((1R,2S)-2-phenylcyclopropanamine), O (Water), [B-]C#N.[Na+] (Sodium cyanotrihydroborate). The solvent is CO (methanol). Reaction conditions: time 1 hour. The product is C1(=CC=CC=C1)[C@H]1[C@@H](C1)NCC1CCN(CC1)CC1=CC=C(C(=O)OC(C)(C)C)C=C1 (tert-Butyl 4-((4-((((1R,2S)-2-phenylcyclopropyl)amino)methyl)piperidin-1-yl)methyl)benzoate). Isolated yield 61.8%. Reaction SMILES: [CH:1]([CH:3]1[CH2:8][CH2:7][N:6]([CH2:9][C:10]2[CH:22]=[CH:21][C:13]([C:14]([O:16][C:17]([CH3:20])([CH3:19])[CH3:18])=[O:15])=[CH:12][CH:11]=2)[CH2:5][CH2:4]1)=O.[C:23]1([C@@H:29]2[CH2:31][C@H:30]2[NH2:32])[CH:28]=[CH:27][CH:26]=[CH:25][CH:24]=1.[B-]C#N.[Na+].O>CO>[C:23]1([C@@H:29]2[CH2:31][C@H:30]2[NH:32][CH2:1][CH:3]2[CH2:8][CH2:7][N:6]([CH2:9][C:10]3[CH:22]=[CH:21][C:13]([C:14]([O:16][C:17]([CH3:20])([CH3:19])[CH3:18])=[O:15])=[CH:12][CH:11]=3)[CH2:5][CH2:4]2)[CH:28]=[CH:27][CH:26]=[CH:25][CH:24]=1 |f:2.3|. Reported procedure: To a solution of tert-butyl 4-((4-formylpiperidin-1-yl)methyl)benzoate (6.7 g, 22.08 mmol) in methanol (50 mL) was added (1R,2S)-2-phenylcyclopropanamine (3.53 g, 26.5 mmol). The reaction mixture was refluxed for 5 minutes then cooled down to the room temperature. Sodium cyanotrihydroborate (2.082 g, 33.1 mmol) was added. The reaction mixture was stirred 1 hour at room temperature. Water (50 mL) was added. The reaction was concentrated and 50 mL of dichloromethane was added. The layers were sepa...